From a dataset of the Open Reaction Database (ORD), a public repository of structured organic reaction records. describe an organic reaction: reactants, conditions, products, and yield Starting materials: C(C1=CC=CC=C1)OC=1C(NC=C(C1F)C=1C=C(C=CC1)C1=CC=CC=C1)=O (3-(benzyloxy)-5-(biphenyl-3-yl)-4-fluoropyridin-2(1H)-one), C(=O)([O-])[O-].[Cs+].[Cs+] (Cs2CO3), CI (MeI). Solvent: CN(C)C=O (DMF), CN(C)C=O (DMF). Reaction conditions: time 1 hour. Yields the product C(C1=CC=CC=C1)OC=1C(N(C=C(C1F)C=1C=C(C=CC1)C1=CC=CC=C1)C)=O (3-(benzyloxy)-5-(biphenyl-3-yl)-4-fluoro-1-methylpyridin-2(1H)-one). Yield: 87.8%. Reaction SMILES: [CH2:1]([O:8][C:9]1[C:10](=[O:28])[NH:11][CH:12]=[C:13]([C:16]2[CH:17]=[C:18]([C:22]3[CH:27]=[CH:26][CH:25]=[CH:24][CH:23]=3)[CH:19]=[CH:20][CH:21]=2)[C:14]=1[F:15])[C:2]1[CH:7]=[CH:6][CH:5]=[CH:4][CH:3]=1.[C:29]([O-])([O-])=O.[Cs+].[Cs+].CI>CN(C=O)C>[CH2:1]([O:8][C:9]1[C:10](=[O:28])[N:11]([CH3:29])[CH:12]=[C:13]([C:16]2[CH:17]=[C:18]([C:22]3[CH:27]=[CH:26][CH:25]=[CH:24][CH:23]=3)[CH:19]=[CH:20][CH:21]=2)[C:14]=1[F:15])[C:2]1[CH:7]=[CH:6][CH:5]=[CH:4][CH:3]=1 |f:1.2.3|. Procedure: To a solution of 3-(benzyloxy)-5-(biphenyl-3-yl)-4-fluoropyridin-2(1H)-one (24 mg, 0.065 mmol) in DMF (0.8 mL) was added Cs2CO3 (27 mg, 0.084 mmol) followed by a solution of MeI (10 mg, 0.071 mmol) in DMF (0.05 mL). After stirring at room temperature for 1 h the reaction mixture was filtered. Purification by preparative HPLC (10-80% CH3CN/H2O over 20 min, 0.05% added TFA) afforded 22 mg (88%) of 3-(benzyloxy)-5-(biphenyl-3-yl)-4-fluoro-1-methylpyridin-2(1H)-one as a colorless glass. LC/MS (M−141... Reactants: FC1=C(C=CC(=C1)F)I (2,4-difluoro-1-iodobenzene), C(CCC)[Li] (n-butyllithium), B(F)(F)F.CCOCC (Boron trifluoride diethyl etherate), C(C1=CC=CC=C1)OC[C@H]1C[C@@H]2C(=NOC2)CO1 ((3aR,5R)-5-[(benzyloxy)methyl]-3,3a,4,5-tetrahydro-7H-pyrano[3,4-c][1,2]oxazole), C(C)(C)OC(C)C (diisopropyl ether). Run in C1(=CC=CC=C1)C (toluene). Run at temperature -73.5 celsius, time 30 minute. Yields the product C(C1=CC=CC=C1)OC[C@H]1C[C@@H]2[C@@](NOC2)(CO1)C1=C(C=C(C=C1)F)F ((3aR,5R,7aS)-5-[(benzyloxy)methy]-7a-(2,4-difluorophenyl)hexahydro-1H-pyrano[3,4-c][1,2]oxazole). As a reaction SMILES: B(F)(F)F.CCOCC.[CH2:10]([O:17][CH2:18][C@@H:19]1[O:27][CH2:26][C:22]2=[N:23][O:24][CH2:25][C@@H:21]2[CH2:20]1)[C:11]1[CH:16]=[CH:15][CH:14]=[CH:13][CH:12]=1.C(OC(C)C)(C)C.[F:35][C:36]1[CH:41]=[C:40]([F:42])[CH:39]=[CH:38][C:37]=1I.C([Li])CCC>C1(C)C=CC=CC=1>[CH2:10]([O:17][CH2:18][C@@H:19]1[O:27][CH2:26][C@:22]2([C:39]3[CH:38]=[CH:37][C:36]([F:35])=[CH:41][C:40]=3[F:42])[NH:23][O:24][CH2:25][C@@H:21]2[CH2:20]1)[C:11]1[CH:16]=[CH:15][CH:14]=[CH:13][CH:12]=1 |f:0.1|. Procedure details: Boron trifluoride diethyl etherate (60.1 mL, 474 mmol) was added to a solution of C4 (50.0 g, 202 mmol) in a 1:1 mixture of toluene and diisopropyl ether (2 L) at an internal temperature of −76° C. The reaction was stirred at this temperature for 30 minutes, then treated with 2,4-difluoro-1-iodobenzene (27.1 mL, 226 mmol). While the reaction temperature was maintained at −76 to −71° C., n-butyllithium (2.5 M in hexanes, 85.7 mL, 214 mmol) was slowly added. The reaction mixture was stirred at −76...